Dataset: the Open Reaction Database (ORD), a public repository of structured organic reaction records. Task: describe an organic reaction: reactants, conditions, products, and yield The reactants are C(C1=CC=CC=C1)Cl (benzyl chloride), resultant mixture, C1CN1P(=S)(N2CC2)N3CC3 (StepA), alkoxide, ice, 50%dispersion, [H-].[Na+] (sodium hydride), Cl.OC1C=2N(CCC1)C=C(N2)C (8-hydroxy-2-methyl-5,6,7,8-tetrahydroimidazo[1,2-a]pyridine hydrochloride). Run in CN(C)C=O (DMF). Reaction conditions: time 1.5 hour. The product is C(C1=CC=CC=C1)OC1C=2N(CCC1)C=C(N2)C (8-benzyloxy-2-methyl-5,6,7,8-tetrahydroimidazo[1,2-a]pyridine). RXN SMILES: C1N(P(N2CC2)(N2CC2)=S)C1.[H-].[Na+].Cl.[OH:15][CH:16]1[CH2:21][CH2:20][CH2:19][N:18]2[CH:22]=[C:23]([CH3:25])[N:24]=[C:17]12.[CH2:26](Cl)[C:27]1[CH:32]=[CH:31][CH:30]=[CH:29][CH:28]=1>CN(C=O)C>[CH2:26]([O:15][CH:16]1[CH2:21][CH2:20][CH2:19][N:18]2[CH:22]=[C:23]([CH3:25])[N:24]=[C:17]12)[C:27]1[CH:32]=[CH:31][CH:30]=[CH:29][CH:28]=1 |f:1.2,3.4|. Reported procedure: This reaction mixture (which contains the free base of the compound of StepA) was added stepwise to an ice cooled, stirred suspension of 1.02 g of 50%dispersion of sodium hydride. The resulting mixture is stirred 30 min. on an ice-water bath. To this cold suspension (which contains the alkoxide ofthe compound of Step A) there was added a solution of benzyl chloride (2.48g) in DMF. The resultant mixture was stirred in an ice bath for 5 min., at room temperature for 5 min., and then in a heating b...